Dataset: the Open Reaction Database (ORD), a public repository of structured organic reaction records. Task: describe an organic reaction: reactants, conditions, products, and yield Starting materials: O=C([O-])[O-], C#CCBr, CCC(C)=O, Oc1cccc(F)c1F, [K+], [K+]. Product: C#CCOc1cccc(F)c1F. As a reaction SMILES: [C:14](=[O:15])([O-:16])[O-:17].[CH2:10]([C:11]#[CH:12])[Br:13].[CH3:20][C:21]([CH2:22][CH3:23])=[O:24].[F:1][c:2]1[c:3]([OH:9])[cH:4][cH:5][cH:6][c:7]1[F:8].[K+:18].[K+:19]>>[F:1][c:2]1[c:3]([O:9][CH2:12][C:11]#[CH:10])[cH:4][cH:5][cH:6][c:7]1[F:8]. The reactants are CCCCCCCCCCCCn1nc(C)cc1C, Clc1ccc(CBr)c(Cl)c1. Product: [Br-], CCCCCCCCCCCC[n+]1c(C)cc(C)n1Cc1ccc(Cl)cc1Cl. As a reaction SMILES: [CH3:1][c:2]1[n:3][n:4]([CH2:8][CH2:9][CH2:10][CH2:11][CH2:12][CH2:13][CH2:14][CH2:15][CH2:16][CH2:17][CH2:18][CH3:19])[c:5]([CH3:7])[cH:6]1.[Cl:20][c:21]1[c:22]([CH2:23][Br:24])[cH:25][cH:26][c:27]([Cl:29])[cH:28]1>>[Br-:24].[CH3:1][c:2]1[n:3]([CH2:23][c:22]2[c:21]([Cl:20])[cH:28][c:27]([Cl:29])[cH:26][cH:25]2)[n+:4]([CH2:8][CH2:9][CH2:10][CH2:11][CH2:12][CH2:13][CH2:14][CH2:15][CH2:16][CH2:17][CH2:18][CH3:19])[c:5]([CH3:7])[cH:6]1. The reactants are C([O-])([O-])=O.[K+].[K+] (potassium carbonate), C(C)(=O)C1=C2C=CC(NC2=C(C=C1)OCC1=CC=CC=C1)=O (5-Acetyl-8-benzyloxycarbostyril), B(F)(F)F (boron trifluoride), BrBr (bromine). Solvent: ClCCl (dichloromethane), ClCCl (dichloromethane). Run at temperature 30 celsius. The product is BrCC(=O)C1=C2C=CC(NC2=C(C=C1)OCC1=CC=CC=C1)=O (5-Bromoacetyl-8-benzyloxycarbostyril). As a reaction SMILES: [C:1]([C:4]1[CH:13]=[CH:12][C:11]([O:14][CH2:15][C:16]2[CH:21]=[CH:20][CH:19]=[CH:18][CH:17]=2)=[C:10]2[C:5]=1[CH:6]=[CH:7][C:8](=[O:22])[NH:9]2)(=[O:3])[CH3:2].B(F)(F)F.[Br:27]Br.C(=O)([O-])[O-].[K+].[K+]>ClCCl>[Br:27][CH2:2][C:1]([C:4]1[CH:13]=[CH:12][C:11]([O:14][CH2:15][C:16]2[CH:21]=[CH:20][CH:19]=[CH:18][CH:17]=2)=[C:10]2[C:5]=1[CH:6]=[CH:7][C:8](=[O:22])[NH:9]2)=[O:3] |f:3.4.5|. Reported procedure: A dry 3 liter, 4-necked round bottom flask equipped with a mechanical stirrer, thermometer, addition funnel and refluxing condenser was charged with of 5-Acetyl-8-benzyloxycarbostyril (50 gms/0.17 moles) and dry dichloromethane (1 liter) under argon. To this solution was added boron trifluoride etharate (25.7 ml/0.204 moles). The reaction mass was heated to reflux. To this reaction mass was added slowly solution of bromine (8.4 ml/0.17 moles) in dichloromethane (100 ml) at reflux in 4 hours. The... The reactants are B, CCOc1cc(C=O)cc(OCC)c1, CO, CC(N)C(O)c1ccc(O)c(NS(C)(=O)=O)c1, c1ccncc1. Yields the product CCOc1cc(CNC(C)C(O)c2ccc(O)c(NS(C)(=O)=O)c2)cc(OCC)c1. Reaction SMILES: [BH3:7].[CH2:25]([CH3:26])[O:27][c:28]1[cH:29][c:30]([CH:31]=[O:32])[cH:33][c:34]([O:36][CH2:37][CH3:38])[cH:35]1.[CH3:39][OH:40].[NH2:8][CH:9]([CH:10]([OH:11])[c:12]1[cH:13][cH:14][c:15]([OH:23])[c:16]([NH:18][S:19](=[O:20])(=[O:21])[CH3:22])[cH:17]1)[CH3:24].[n:1]1[cH:2][cH:3][cH:4][cH:5][cH:6]1>>[NH:8]([CH:9]([CH:10]([OH:11])[c:12]1[cH:13][cH:14][c:15]([OH:23])[c:16]([NH:18][S:19](=[O:20])(=[O:21])[CH3:22])[cH:17]1)[CH3:24])[CH2:31][c:30]1[cH:29][c:28]([O:27][CH2:25][CH3:26])[cH:35][c:34]([O:36][CH2:37][CH3:38])[cH:33]1. Reactants: BrCCCC(CCCC(CCCC(C)C)C)C (1-bromo-4,8,12-trimethyltridecane), C1(=CC=CC=C1)P(C1=CC=CC=C1)C1=CC=CC=C1 (triphenylphosphine). Conditions: temperature 180 celsius, time 19 hour. The product is [Br-].CC(CCC[P+](C1=CC=CC=C1)(C1=CC=CC=C1)C1=CC=CC=C1)CCCC(CCCC(C)C)C (4,8,12-Trimethyltridecyl triphenylphosphonium bromide). Reaction SMILES: [Br:1][CH2:2][CH2:3][CH2:4][CH:5]([CH3:17])[CH2:6][CH2:7][CH2:8][CH:9]([CH3:16])[CH2:10][CH2:11][CH2:12][CH:13]([CH3:15])[CH3:14].[C:18]1([P:24]([C:31]2[CH:36]=[CH:35][CH:34]=[CH:33][CH:32]=2)[C:25]2[CH:30]=[CH:29][CH:28]=[CH:27][CH:26]=2)[CH:23]=[CH:22][CH:21]=[CH:20][CH:19]=1>>[Br-:1].[CH3:17][CH:5]([CH2:6][CH2:7][CH2:8][CH:9]([CH3:16])[CH2:10][CH2:11][CH2:12][CH:13]([CH3:15])[CH3:14])[CH2:4][CH2:3][CH2:2][P+:24]([C:25]1[CH:26]=[CH:27][CH:28]=[CH:29][CH:30]=1)([C:31]1[CH:36]=[CH:35][CH:34]=[CH:33][CH:32]=1)[C:18]1[CH:19]=[CH:20][CH:21]=[CH:22][CH:23]=1 |f:2.3|. Procedure details: Into a 500 ml, three-necked, round-bottom flask equipped with a reflux condenser, a magnetic stir bar, and a static argon inlet, was placed 5.90 g (24 mmol) of the 1-bromo-4,8,12-trimethyltridecane and 6.64 g (25 mmol) of triphenylphosphine. The resulting mixture was stirred in an oil bath at 180° C. overnight (19 hours). The resulting phosphonium salt, i.e. 4,8,12-trimethyltridecyl, was used without further purification or storage. The reactants are C(#N)CCCCCCCCC(C(=O)OCC1=CC=CC=C1)C1CCCC1 (benzyl 10-cyano-2-cyclopentyldecanoate). The reagents and catalysts are [Pd] (Pd-C). Run in CO (MeOH). Run at time 2 hour. The product is C(#N)CCCCCCCCC(C(=O)O)C1CCCC1 (10-cyano-2-cyclopentyldecanoic acid). Reaction SMILES: [C:1]([CH2:3][CH2:4][CH2:5][CH2:6][CH2:7][CH2:8][CH2:9][CH2:10][CH:11]([CH:22]1[CH2:26][CH2:25][CH2:24][CH2:23]1)[C:12]([O:14]CC1C=CC=CC=1)=[O:13])#[N:2]>[Pd].CO>[C:1]([CH2:3][CH2:4][CH2:5][CH2:6][CH2:7][CH2:8][CH2:9][CH2:10][CH:11]([CH:22]1[CH2:26][CH2:25][CH2:24][CH2:23]1)[C:12]([OH:14])=[O:13])#[N:2]. Reported procedure: A mixture of the cyanoester from step 3 (2.89 g, 8 mmol) and 10%, Pd-C (0.6 g, DeGuss,a, H2O content 50%) in anhyd MeOH (35 mL) was hydrogenated for 2 h (42-26 psi). The reaction mixture was filtered through a Celite® pad and concentrated to a colorless oil (2.02 g). 1H NMR (300 MHz, CDCl3) δ 2.35(t, 8 Hz, 2H), 2.20 (m, 1H), 2.00(m, 1H), 1.3-1.9 (m, 22H).